This data is from the Open Reaction Database (ORD), a public repository of structured organic reaction records. The task is: describe an organic reaction: reactants, conditions, products, and yield The reactants are COC(=O)C=1OC(=CC1)COC=1N(N=C(C1)C(N[C@@H](CCC(=O)OC(C)(C)C)C(=O)N1CCN(CC1)C1=CC(=CC=C1)C(F)(F)F)=O)C1=CC=CC=C1 (5-(5-{(S)-3-tert-Butoxycarbonyl-1-[4-(3-trifluoromethyl-phenyl)-piperazine-1-carbonyl]-propylcarbamoyl}-2-phenyl-2H-pyrazol-3-yloxymethyl)-furan-2-carboxylic acid methyl ester). Solvent: C(Cl)Cl (DCM), C(=O)(C(F)(F)F)O (TFA). The product is COC(=O)C=1OC(=CC1)COC=1N(N=C(C1)C(N[C@@H](CCC(=O)O)C(=O)N1CCN(CC1)C1=CC(=CC=C1)C(F)(F)F)=O)C1=CC=CC=C1 (5-(5-{(S)-3-Carboxy-1-[4-(3-trifluoromethyl-phenyl)-piperazine-1-carbonyl]-propylcarbamoyl}-2-phenyl-2H-pyrazol-3-yloxymethyl)-furan-2-carboxylic acid methyl ester). RXN SMILES: [CH3:1][O:2][C:3]([C:5]1[O:6][C:7]([CH2:10][O:11][C:12]2[N:13]([C:48]3[CH:53]=[CH:52][CH:51]=[CH:50][CH:49]=3)[N:14]=[C:15]([C:17](=[O:47])[NH:18][C@H:19]([C:29]([N:31]3[CH2:36][CH2:35][N:34]([C:37]4[CH:42]=[CH:41][CH:40]=[C:39]([C:43]([F:46])([F:45])[F:44])[CH:38]=4)[CH2:33][CH2:32]3)=[O:30])[CH2:20][CH2:21][C:22]([O:24]C(C)(C)C)=[O:23])[CH:16]=2)=[CH:8][CH:9]=1)=[O:4]>C(Cl)Cl.C(O)(C(F)(F)F)=O>[CH3:1][O:2][C:3]([C:5]1[O:6][C:7]([CH2:10][O:11][C:12]2[N:13]([C:48]3[CH:53]=[CH:52][CH:51]=[CH:50][CH:49]=3)[N:14]=[C:15]([C:17](=[O:47])[NH:18][C@H:19]([C:29]([N:31]3[CH2:32][CH2:33][N:34]([C:37]4[CH:42]=[CH:41][CH:40]=[C:39]([C:43]([F:46])([F:44])[F:45])[CH:38]=4)[CH2:35][CH2:36]3)=[O:30])[CH2:20][CH2:21][C:22]([OH:24])=[O:23])[CH:16]=2)=[CH:8][CH:9]=1)=[O:4]. Procedure: The crude 5-(5-{(S)-3-tert-Butoxycarbonyl-1-[4-(3-trifluoromethyl-phenyl)-piperazine-1-carbonyl]-propylcarbamoyl}-2-phenyl-2H-pyrazol-3-yloxymethyl)-furan-2-carboxylic acid methyl ester was dissolved in a mixture of 2 ml of DCM and 1 ml of TFA. After 2 h at RT all volatiles were removed under reduced pressure and the residue was purified by preparative HPLC (C18 reverse phase column, elution with a water/MeCN gradient with 0.1% TFA). The fractions containing the product were evaporated and lyoph... Reactants: Cl (Hydrogen chloride), C(CCCC)#N (valeronitrile), C(C)O (ethanol), solid. Conditions: temperature 0 celsius, time 6 day. The product is Cl.C(C)OC(CCCC)=N (Pentanimidic acid ethyl ester hydrochloride). RXN SMILES: [ClH:1].[C:2](#[N:7])[CH2:3][CH2:4][CH2:5][CH3:6].[CH2:8]([OH:10])[CH3:9]>>[ClH:1].[CH2:8]([O:10][C:2](=[NH:7])[CH2:3][CH2:4][CH2:5][CH3:6])[CH3:9] |f:3.4|. Procedure details: Hydrogen chloride gas was bubbled into a tared solution of valeronitrile (92.0 g, 1.08 mole) in absolute ethanol (64 ml, 1.08 mole) in a 1-liter round bottom flask cooled to 0° C. The flask was weighed periodically and hydrogen chloride gas bubbling was continued until the weight gain was greater than 39 g (1.08 mole). The mixture was then stoppered and stored at 0° C. for 6 days. Ether (650 mi) was then added (cold) and the mixture was stored at -30° C. for 24 hours. The resulting solid was col... Reactants: Cc1cc(NC(=O)OCC(Cl)(Cl)Cl)on1, CS(C)=O, CCN(C(C)C)C(C)C, O, c1ccc(-c2nsc(N3CCNCC3)n2)cc1. Yields the product Cc1cc(NC(=O)N2CCN(c3nc(-c4ccccc4)ns3)CC2)on1. As a reaction SMILES: [CH3:1][c:2]1[n:3][o:4][c:5]([NH:7][C:8]([O:9][CH2:10][C:11]([Cl:12])([Cl:13])[Cl:14])=[O:15])[cH:6]1.[CH3:43][S:44](=[O:45])[CH3:46].[CH:33]([N:34]([CH:35]([CH3:36])[CH3:37])[CH2:38][CH3:39])([CH3:40])[CH3:41].[OH2:42].[c:16]1(-[c:22]2[n:23][s:24][c:25]([N:27]3[CH2:28][CH2:29][NH:30][CH2:31][CH2:32]3)[n:26]2)[cH:17][cH:18][cH:19][cH:20][cH:21]1>>[CH3:1][c:2]1[n:3][o:4][c:5]([NH:7][C:8](=[O:15])[N:30]2[CH2:29][CH2:28][N:27]([c:25]3[s:24][n:23][c:22](-[c:16]4[cH:17][cH:18][cH:19][cH:20][cH:21]4)[n:26]3)[CH2:32][CH2:31]2)[cH:6]1. The reactants are NC=1C=CC(=NC1)OC (5-amino-2-methoxypyridine), C(Cl)Cl (methylene chloride), CO (methanol), [Br-].[Br-].[Br-].C(C1=CC=CC=C1)[N+](C)(C)C.C(C1=CC=CC=C1)[N+](C)(C)C.C(C1=CC=CC=C1)[N+](C)(C)C (benzyltrimethylammonium tribromide). Run in O (water). Reaction conditions: time 24 hour. Yields the product NC=1C=CC(=NC1OC)Br (5-amino-2-bromo-6-methoxypyridine). RXN SMILES: [NH2:1][C:2]1[CH:3]=[CH:4][C:5](OC)=[N:6]C=1.[CH2:10](Cl)Cl.[CH3:13][OH:14].[Br-:15].[Br-].[Br-].C([N+](C)(C)C)C1C=CC=CC=1.C([N+](C)(C)C)C1C=CC=CC=1.C([N+](C)(C)C)C1C=CC=CC=1>O>[NH2:6][C:5]1[CH:4]=[CH:3][C:2]([Br:15])=[N:1][C:13]=1[O:14][CH3:10] |f:3.4.5.6.7.8|. Reported procedure: Part A: To 3.18 grams (25.6 mmol) of commercially available 5-amino-2-methoxypyridine in a solution of methylene chloride (50 ml) and methanol (20 ml) was added benzyltrimethylammonium tribromide (10 g, 25.6 mmol) and the mixture was stirred at room temperature for 24 hours. The solvent was then stripped and the resulting residue was taken up in water and extracted (3×100 mL) with ethyl acetate. The organic extracts were dried with magnesium sulfate, filtered, and concentrated in vacuo. The crud... Starting materials: N1=CC(=CC=C1)C1(CCC1)C(C)=O (1-(1-pyridin-3-yl-cyclobutyl)-ethanone), CC=1N=C(SC1C(C)=O)C=1SC=CC1 (1-(4-methyl-2-thiophen-2-yl-thiazol-5-yl)-ethanone), N (NH3). The product is C[C@H]1N(CCC1)CCC=1C=C2C=CC(=NC2=CC1)C1(CCC1)C=1C=NC=CC1 (6-[2-((2R)-2-Methyl-pyrrolidin-1-yl)-ethyl]-2-(1-pyridin-3-yl-cyclobutyl)-quinoline). Reaction SMILES: [N:1]1[CH:6]=[CH:5][CH:4]=[C:3]([C:7]2([C:11](=O)[CH3:12])[CH2:10][CH2:9][CH2:8]2)[CH:2]=1.[CH3:14][C:15]1[N:16]=[C:17]([C:23]2S[CH:25]=[CH:26][CH:27]=2)S[C:19]=1[C:20](=O)[CH3:21].[NH3:28]>>[CH3:14][C@@H:15]1[CH2:19][CH2:20][CH2:21][N:16]1[CH2:17][CH2:23][C:27]1[CH:2]=[C:3]2[C:7](=[CH:25][CH:26]=1)[N:28]=[C:11]([C:7]1([C:3]3[CH:2]=[N:1][CH:6]=[CH:5][CH:4]=3)[CH2:10][CH2:9][CH2:8]1)[CH:12]=[CH:4]2. Reported procedure: The title compound was prepared using the procedure described in Example 1G using 1-(1-pyridin-3-yl-cyclobutyl)-ethanone for 1-(4-methyl-2-thiophen-2-yl-thiazol-5-yl)-ethanone. 1H NMR (300 MHz, CDCl3) δ 1.12 (d, J=6.10 Hz, 3H), 1.46 (m, 1H), 1.75 (m, 2H), 1.92 (m, 1H), 2.05 (m, 2H), 2.23 (q, J=8.82 Hz, 1H), 2.37 (m, 2H), 2.77 (m, 2H), 2.94-3.22 (m, 5H), 3.28 (m, 1H), 7.17 (m, 1H), 7.19 (m, 1H), 7.56 (s, 1H), 7.58 (dd, J=8.48, 2.03 Hz, 1H), 7.65 (ddd, J=8.05, 2.46, 1.70 Hz, 1H), 7.95 (d, J=8.81 H... Reactants: C(=O)([O-])[O-].[K+].[K+] (K2CO3), BrCCO (2-bromoethanol), Cl.NC1=NC=C2C(=N1)N(N=C2C2=CC(=C(C(=C2)F)O)Br)C (4-(6-Amino-1-methyl-1H-pyrazolo[3,4-d]pyrimidin-3-yl)-2-bromo-6-fluoro-phenol hydrochloride). The solvent is CO (MeOH), CN(C)C=O (DMF). Conditions: temperature 120 celsius. The product is NC1=NC=C2C(=N1)N(N=C2C2=CC(=C(OCCO)C(=C2)F)Br)C (2-[4-(6-Amino-1-methyl-1H-pyrazolo[3,4-d]pyrimidin-3-yl)-2-bromo-6-fluoro-phenoxy]-ethanol). Reaction SMILES: Cl.[NH2:2][C:3]1[N:8]=[C:7]2[N:9]([CH3:21])[N:10]=[C:11]([C:12]3[CH:17]=[C:16]([F:18])[C:15]([OH:19])=[C:14]([Br:20])[CH:13]=3)[C:6]2=[CH:5][N:4]=1.C([O-])([O-])=O.[K+].[K+].Br[CH2:29][CH2:30][OH:31]>CN(C=O)C.CO>[NH2:2][C:3]1[N:8]=[C:7]2[N:9]([CH3:21])[N:10]=[C:11]([C:12]3[CH:17]=[C:16]([F:18])[C:15]([O:19][CH2:29][CH2:30][OH:31])=[C:14]([Br:20])[CH:13]=3)[C:6]2=[CH:5][N:4]=1 |f:0.1,2.3.4|. Reported procedure: 4-(6-Amino-1-methyl-1H-pyrazolo[3,4-d]pyrimidin-3-yl)-2-bromo-6-fluoro-phenol hydrochloride (Example 42b) (30 mg, 0.08 mmol) is dissolved in DMF (1 ml) then treated with K2CO3 (24 mg, 0.18 mmol) and 2-bromoethanol (5.7 μL, 0.08 mmol). The reaction mixture is heated at 120° C. for 3 hours then cooled to room temperature, diluted with MeOH and concentrated onto silica. Purification by flash column chromatography on silica using iso-hexanes:EtOAc (50% EtOAc to 100% EtOAc) followed by recrystallisat... Reported procedure: 2-Amino-5-bromo-N-methyl-benzamide (Compound 106A, 645.0 mg, 2.816 mmol), 1,4-dioxaspiro[4,5]dec-7-ene-8-boronic acid pinacol ester (899.2 mg, 3.379 mmol) and [1,1′-Bis(diphenylphosphino)ferrocene]dichloropalladium(II), complex with dichloromethane (1:1) (229.9 mg, 0.2816 mmol) were added to a 20 mL microwave tube and taken up in 1,4-Dioxane (8 mL, 100 mmol). This mixture was treated with a solution of potassium carbonate (1167 mg, 8.447 mmol) in H2O (3 mL, 200 mmol). After sparging the mixture ... Reaction SMILES: [NH2:1][C:2]1[CH:11]=[CH:10][C:9](Br)=[CH:8][C:3]=1[C:4]([NH:6][CH3:7])=[O:5].[O:13]1[C:17]2([CH2:22][CH2:21][C:20](B3OC(C)(C)C(C)(C)O3)=[CH:19][CH2:18]2)[O:16][CH2:15][CH2:14]1.ClCCl.O1CCOCC1.C(=O)([O-])[O-].[K+].[K+].O>C1C=CC(P(C2C=CC=CC=2)[C-]2C=CC=C2)=CC=1.C1C=CC(P(C2C=CC=CC=2)[C-]2C=CC=C2)=CC=1.Cl[Pd]Cl.[Fe+2]>[NH2:1][C:2]1[CH:11]=[CH:10][C:9]([C:20]2[CH2:21][CH2:22][C:17]3([O:16][CH2:15][CH2:14][O:13]3)[CH2:18][CH:19]=2)=[CH:8][C:3]=1[C:4]([NH:6][CH3:7])=[O:5] |f:4.5.6,8.9.10.11|. Product: NC1=C(C(=O)NC)C=C(C=C1)C1=CCC2(OCCO2)CC1 (2-amino-5-(1,4-dioxaspiro[4.5]dec-7-en-8-yl)-N-methylbenzamide), white solid. The reagents and catalysts are C1=CC=C(C=C1)P([C-]2C=CC=C2)C3=CC=CC=C3.C1=CC=C(C=C1)P([C-]2C=CC=C2)C3=CC=CC=C3.Cl[Pd]Cl.[Fe+2] ([1,1′-Bis(diphenylphosphino)ferrocene]dichloropalladium(II)). The reactants are C([O-])([O-])=O.[K+].[K+] (potassium carbonate), O (H2O), NC1=C(C(=O)NC)C=C(C=C1)Br (2-Amino-5-bromo-N-methyl-benzamide), NC1=C(C(=O)NC)C=C(C=C1)Br (2-Amino-5-bromo-N-methyl-benzamide), O1CCOC12CC=C(CC2)B2OC(C)(C)C(C)(C)O2 (1,4-dioxaspiro[4,5]dec-7-ene-8-boronic acid pinacol ester), ClCCl (dichloromethane), O1CCOCC1 (1,4-Dioxane).